From a dataset of the Open Reaction Database (ORD), a public repository of structured organic reaction records. describe an organic reaction: reactants, conditions, products, and yield Starting materials: S(=O)(=O)(Cl)Cl (sulfuryl chloride), ClCCl (dichloromethane), ice water, CC1=CSC=C1 (3-methylthiophene), ClCCl (dichloromethane), ClS(=O)(=O)O (chlorosulfonic acid). Run at temperature 10 celsius, time 16 hour. Yields the product ClC=1SC(=C(C1S(=O)(=O)Cl)C)Cl (2,5-Dichloro-4-methylthiophene-3-sulfonyl chloride). Yield: 25.0%. As a reaction SMILES: [CH3:1][C:2]1[CH:6]=[CH:5][S:4]C=1.[S:7]([Cl:11])(Cl)(=[O:9])=[O:8].[Cl:12]S(O)(=O)=O.Cl[CH2:18][Cl:19]>>[Cl:12][C:5]1[S:4][C:18]([Cl:19])=[C:2]([CH3:1])[C:6]=1[S:7]([Cl:11])(=[O:9])=[O:8]. Reported procedure: To a cooled (10° C.) solution of 3-methylthiophene (5 g, 50 mmol) in dichloromethane (15 mL) was added a solution of sulfuryl chloride (8.6 mL) in dichloromethane (5 mL). The reaction mixture was maintained at 10° C. for 30 minutes, then at ambient temperature for 16 hours. The reaction was concentrated and redissolved in dichloromethane (30 mL) and cooled to −10° C. To the cooled solution was added chlorosulfonic acid (2 mL, 100 mmol). The reaction was maintained at −10° C. for 30 minutes, then... As a reaction SMILES: [Cl:1][C:2]1[CH:7]=[CH:6][C:5](SC2C=CC=CC=2C=O)=[CH:4][CH:3]=1.Cl[C:18]1[CH:19]=[C:20]([CH:25]=[CH:26][CH:27]=1)[C:21]([O:23]O)=O.[S:28](S([O-])=O)([O-:31])(=O)=[O:29].[Na+].[Na+]>ClCCl>[Cl:1][C:2]1[CH:7]=[CH:6][C:5]([S:28]([C:19]2[CH:18]=[CH:27][CH:26]=[CH:25][C:20]=2[CH:21]=[O:23])(=[O:31])=[O:29])=[CH:4][CH:3]=1 |f:2.3.4|. Reported procedure: To a solution of 2-(4-chlorophenylthio)benzaldehyde (2.00 g, 8.00 mmol) in dichloromethane (20 mL) at 0° C. was added meta chloroperoxybenzoic acid (77% max, 5.40 g, 24.17 mmol) in portions over 15 minutes, then warmed to room temperature and stirred for 2 hours. Aqueous sodium metabisulfite solution was added carefully until effervescence ceased. This solution was extracted with dichloromethane and the combined organic extracts were washed with NaOH (1N) then saturated brine, dried over MgSO4 a... Run in ClCCl (dichloromethane). Reactants: ClC1=CC=C(C=C1)SC1=C(C=O)C=CC=C1 (2-(4-chlorophenylthio)benzaldehyde), ClC=1C=C(C(=O)OO)C=CC1 (meta chloroperoxybenzoic acid), S(=O)(=O)([O-])S(=O)[O-].[Na+].[Na+] (sodium metabisulfite). Isolated yield 46.0%. Run at time 2 hour. Yields the product ClC1=CC=C(C=C1)S(=O)(=O)C1=C(C=O)C=CC=C1 (2-(4-chlorophenylsulfonyl)benzaldehyde). Starting materials: ClCC1=NC=CC2=C1OCO2 (2-Chloromethyl-3,4-methylenedioxypyridine), C(C)(=O)C1=CC2=C(N=C(N2)S)C=C1C (5-acetyl-6-methyl-2-mercaptobenzimidazole), [OH-].[Na+] (NaOH). Solvent: C(Cl)Cl (methylene chloride), C(C)O (ethanol), [Cl-].[Na+].O (brine). Product: C(C)(=O)C1=CC2=C(NC(=N2)SCC2=NC=CC3=C2OCO3)C=C1C (5-acetyl-6-methyl-2-[[(3,4-methylenedioxy-2-pyridinyl)methyl]thio]-1H-benzimidazole). RXN SMILES: Cl[CH2:2][C:3]1[C:8]2[O:9][CH2:10][O:11][C:7]=2[CH:6]=[CH:5][N:4]=1.[C:12]([C:15]1[C:24]([CH3:25])=[CH:23][C:18]2[N:19]=[C:20]([SH:22])[NH:21][C:17]=2[CH:16]=1)(=[O:14])[CH3:13].[OH-].[Na+]>C(O)C.C(Cl)Cl.[Cl-].[Na+].O>[C:12]([C:15]1[C:24]([CH3:25])=[CH:23][C:18]2[NH:19][C:20]([S:22][CH2:2][C:3]3[C:8]4[O:9][CH2:10][O:11][C:7]=4[CH:6]=[CH:5][N:4]=3)=[N:21][C:17]=2[CH:16]=1)(=[O:14])[CH3:13] |f:2.3,6.7.8|. Procedure: 2-Chloromethyl-3,4-methylenedioxypyridine (90 mg, 0.52 mmol) and 5-acetyl-6-methyl-2-mercaptobenzimidazole (214 mg, 1.04 mmol) were dissolved in ethanol (15 ml). The pH value of the solution was adjusted to 9 (0.2M NaOH) whereupon the solution was refluxed for 10 min. After concentration of the reaction mixture at reduced pressure the residue was taken up in methylene chloride (10 ml) and brine (2 ml). The phases were separated and the organic phase was dried over sodium sulphate, filtered and c... Reactants: BrC=1C=CC(=NC1)/C=C/C=O ((E)-3-(5-bromopyridin-2-yl)propenal), CC1(CC(=O)CC(=O)C1)C (dimedone), NC1=CC=NN1.C1CC1NC(=O)C (5-amino-1H-pyrazole 3-cyclopropyl methylcarboxamide). Yields the product BrC=1C=CC(=NC1)/C=C/C1C2=C(NC=3CC(CC(C13)=O)(C)C)NN=C2.C1CC1CC(=O)N (4-[(E)-2-(5-Bromopyridin-2-yl)vinyl]-7,7-dimethyl-5-oxo-4,5,6,7,8,9-hexahydro-1H-pyrazolo[3,4-b]quinoline 3-cyclopropylmethylcarboxamide). Reaction SMILES: [Br:1][C:2]1[CH:3]=[CH:4][C:5](/[CH:8]=[CH:9]/[CH:10]=[O:11])=[N:6][CH:7]=1.[CH3:12][C:13]1([CH3:21])[CH2:20][C:18](=O)[CH2:17][C:15](=[O:16])[CH2:14]1.[NH2:22][C:23]1[NH:27][N:26]=[CH:25][CH:24]=1.C1C([NH:31]C(C)=O)C1>>[Br:1][C:2]1[CH:3]=[CH:4][C:5](/[CH:8]=[CH:9]/[CH:10]2[C:17]3[C:15](=[O:16])[CH2:14][C:13]([CH3:12])([CH3:21])[CH2:20][C:18]=3[NH:22][C:23]3[NH:27][N:26]=[CH:25][C:24]2=3)=[N:6][CH:7]=1.[CH2:5]1[CH:8]([CH2:9][C:10]([NH2:31])=[O:11])[CH2:4]1 |f:2.3,4.5|. Reported procedure: The title compound is prepared analogously to procedure A from 150 mg of (E)-3-(5-bromopyridin-2-yl)propenal, 100 mg of dimedone and 127 mg of 5-amino-1H-pyrazole-3-cyclopropyl methylcarboxamide.